This data is from the Open Reaction Database (ORD), a public repository of structured organic reaction records. The task is: describe an organic reaction: reactants, conditions, products, and yield Reactants: NN=C(c1ccccc1)c1ccccc1, O=C([O-])[O-], COC(=O)c1ccc(OS(=O)(=O)C(F)(F)F)c(-c2ccc(Cl)c(OCc3ccccc3)c2)n1, Cc1ccccc1, [Cs+], [Cs+], Cl[Pd]Cl. The product is COC(=O)c1ccc(NN=C(c2ccccc2)c2ccccc2)c(-c2ccc(Cl)c(OCc3ccccc3)c2)n1. Reaction SMILES: [C:34]([c:35]1[cH:36][cH:37][cH:38][cH:39][cH:40]1)([c:41]1[cH:42][cH:43][cH:44][cH:45][cH:46]1)=[N:47][NH2:48].[C:49](=[O:50])([O-:51])[O-:52].[CH2:1]([c:2]1[cH:3][cH:4][cH:5][cH:6][cH:7]1)[O:8][c:9]1[cH:10][c:11](-[c:16]2[c:17]([O:26][S:27]([C:28]([F:29])([F:30])[F:31])(=[O:32])=[O:33])[cH:18][cH:19][c:20]([C:22](=[O:23])[O:24][CH3:25])[n:21]2)[cH:12][cH:13][c:14]1[Cl:15].[CH3:55][c:56]1[cH:57][cH:58][cH:59][cH:60][cH:61]1.[Cs+:53].[Cs+:54].[Pd:62]([Cl:63])[Cl:64]>>[CH2:1]([c:2]1[cH:3][cH:4][cH:5][cH:6][cH:7]1)[O:8][c:9]1[cH:10][c:11](-[c:16]2[c:17]([NH:48][N:47]=[C:34]([c:35]3[cH:36][cH:37][cH:38][cH:39][cH:40]3)[c:41]3[cH:42][cH:43][cH:44][cH:45][cH:46]3)[cH:18][cH:19][c:20]([C:22](=[O:23])[O:24][CH3:25])[n:21]2)[cH:12][cH:13][c:14]1[Cl:15]. Reactants: C(C)(C)(C)OC(=O)N1CCN(CC1)CC=1C(=C(C(=O)O)C=CC1)C1=CC=CC=C1 (4-N-tert-butoxycarbonylpiperazinylmethyl-2-phenylbenzoic acid), Cl.N[C@@H](CCSC)C(=O)OC (L-methionine, methyl ester hydrochloride), ON1N=NC2=C(C1=O)C=CC=C2 (3-hydroxy-1,2,3-benzotriazin-4(3H)-one), CN(CCCN=C=NCC)C (1-(3-dimethylaminopropyl)-3-ethylcarbodiimide), CN1CCOCC1 (N-methylmorpholine). The solvent is CN(C)C=O (DMF), C(C)(=O)OCC (ethyl acetate), CCCCCC.C(C)(=O)OCC (hexane ethyl acetate). The product is COC([C@@H](NC(C1=C(C(=CC=C1)CN1CCN(CC1)C(=O)OC(C)(C)C)C1=CC=CC=C1)=O)CCSC)=O ((4-N-tert-butoxycarbonylpiperazinylmethyl-2-phenylbenzoyl)methionine methyl ester). Isolated yield 48.0%. As a reaction SMILES: [C:1]([O:5][C:6]([N:8]1[CH2:13][CH2:12][N:11]([CH2:14][C:15]2[C:16]([C:24]3[CH:29]=[CH:28][CH:27]=[CH:26][CH:25]=3)=[C:17]([CH:21]=[CH:22][CH:23]=2)[C:18](O)=[O:19])[CH2:10][CH2:9]1)=[O:7])([CH3:4])([CH3:3])[CH3:2].Cl.[NH2:31][C@H:32]([C:37]([O:39][CH3:40])=[O:38])[CH2:33][CH2:34][S:35][CH3:36].ON1C(=O)C2C=CC=CC=2N=N1.CN(C)CCCN=C=NCC.CN1CCOCC1>CN(C=O)C.C(OCC)(=O)C.CCCCCC.C(OCC)(=O)C>[CH3:40][O:39][C:37](=[O:38])[C@H:32]([CH2:33][CH2:34][S:35][CH3:36])[NH:31][C:18](=[O:19])[C:17]1[CH:21]=[CH:22][CH:23]=[C:15]([CH2:14][N:11]2[CH2:10][CH2:9][N:8]([C:6]([O:5][C:1]([CH3:4])([CH3:3])[CH3:2])=[O:7])[CH2:13][CH2:12]2)[C:16]=1[C:24]1[CH:25]=[CH:26][CH:27]=[CH:28][CH:29]=1 |f:1.2,8.9|. Reported procedure: A solution of the product of Example 290A (0.544 g, 1.37 mmol), L-methionine, methyl ester hydrochloride (0.553 g, 2.74 mmol), 3-hydroxy-1,2,3-benzotriazin-4(3H)-one (1.14 g, 6.85 mmol), 1-(3-dimethylaminopropyl)-3-ethylcarbodiimide (1.34 g, 6.85 mmol), and N-methylmorpholine (0.980 g, 9.59 mmol) in DMF (14 nlL) was stirred at ambient temperature for 16 hours. The mixture was diluted with ethyl acetate and then extracted with a 2:1 mixture of H2O and saturated aqueous NaHCO3 (2×), a 1:1 mixture ...